Dataset: the Open Reaction Database (ORD), a public repository of structured organic reaction records. Task: describe an organic reaction: reactants, conditions, products, and yield Reactants: COc1ccc2nccc(NC(=O)C3CCNCC3)c2n1, CC(=O)O, CCO, C=Cc1cnc2ccccc2n1, [Na+], [OH-]. Yields the product COc1ccc2nccc(NC(=O)C3CCN(CCc4cnc5ccccc5n4)CC3)c2n1. Reaction SMILES: [CH3:1][O:2][c:3]1[n:4][c:5]2[c:6]([NH:13][C:14](=[O:15])[CH:16]3[CH2:17][CH2:18][NH:19][CH2:20][CH2:21]3)[cH:7][cH:8][n:9][c:10]2[cH:11][cH:12]1.[CH3:34][C:35](=[O:36])[OH:37].[CH3:40][CH2:41][OH:42].[CH:22](=[CH2:23])[c:24]1[n:25][c:26]2[cH:27][cH:28][cH:29][cH:30][c:31]2[n:32][cH:33]1.[Na+:39].[OH-:38]>>[CH3:1][O:2][c:3]1[n:4][c:5]2[c:6]([NH:13][C:14](=[O:15])[CH:16]3[CH2:17][CH2:18][N:19]([CH2:23][CH2:22][c:24]4[n:25][c:26]5[cH:27][cH:28][cH:29][cH:30][c:31]5[n:32][cH:33]4)[CH2:20][CH2:21]3)[cH:7][cH:8][n:9][c:10]2[cH:11][cH:12]1.